This data is from the Open Reaction Database (ORD), a public repository of structured organic reaction records. The task is: describe an organic reaction: reactants, conditions, products, and yield Reactants: CC(C)(C)[O-], OCC(OC1OCCNC1c1ccc(F)cc1)c1cc(C(F)(F)F)cc(C(F)(F)F)c1, Nc1ncc(Br)s1, [Na+], O=C(C=Cc1ccccc1)C=Cc1ccccc1, C1COCCO1, O=C(C=Cc1ccccc1)C=Cc1ccccc1, O=C(C=Cc1ccccc1)C=Cc1ccccc1, [Pd], [Pd], Cc1ccccc1P(c1ccccc1C)c1ccccc1C. Yields the product Nc1ncc(N2CCOC(OC(CO)c3cc(C(F)(F)F)cc(C(F)(F)F)c3)C2c2ccc(F)cc2)s1. RXN SMILES: [CH3:39][C:40]([CH3:41])([O-:42])[CH3:43].[F:1][C:2]([c:3]1[cH:4][c:5]([CH:13]([CH2:14][OH:15])[O:16][CH:17]2[O:18][CH2:19][CH2:20][NH:21][CH:22]2[c:23]2[cH:24][cH:25][c:26]([F:29])[cH:27][cH:28]2)[cH:6][c:7]([C:9]([F:10])([F:11])[F:12])[cH:8]1)([F:30])[F:31].[NH2:32][c:33]1[s:34][c:35]([Br:38])[cH:36][n:37]1.[Na+:44].[O:111]=[C:112]([CH:113]=[CH:114][c:115]1[cH:116][cH:117][cH:118][cH:119][cH:120]1)[CH:121]=[CH:122][c:123]1[cH:124][cH:125][cH:126][cH:127][cH:128]1.[O:67]1[CH2:68][CH2:69][O:70][CH2:71][CH2:72]1.[O:75]=[C:76]([CH:77]=[CH:78][c:79]1[cH:80][cH:81][cH:82][cH:83][cH:84]1)[CH:85]=[CH:86][c:87]1[cH:88][cH:89][cH:90][cH:91][cH:92]1.[O:93]=[C:94]([CH:95]=[CH:96][c:97]1[cH:98][cH:99][cH:100][cH:101][cH:102]1)[CH:103]=[CH:104][c:105]1[cH:106][cH:107][cH:108][cH:109][cH:110]1.[Pd:73].[Pd:74].[c:45]1([CH3:46])[cH:47][cH:48][cH:49][cH:50][c:51]1[P:52]([c:53]1[cH:54][cH:55][cH:56][cH:57][c:58]1[CH3:59])[c:60]1[cH:61][cH:62][cH:63][cH:64][c:65]1[CH3:66]>>[F:1][C:2]([c:3]1[cH:4][c:5]([CH:13]([CH2:14][OH:15])[O:16][CH:17]2[O:18][CH2:19][CH2:20][N:21]([c:35]3[s:34][c:33]([NH2:32])[n:37][cH:36]3)[CH:22]2[c:23]2[cH:24][cH:25][c:26]([F:29])[cH:27][cH:28]2)[cH:6][c:7]([C:9]([F:10])([F:11])[F:12])[cH:8]1)([F:30])[F:31]. Starting materials: OCc1cc(F)c(Cl)nc1Cl, O=C(O)c1cccnc1Cl. Product: OCc1cccnc1Cl. Reaction SMILES: [Cl:11][c:12]1[c:13]([CH2:14][OH:15])[cH:16][c:17]([F:18])[c:19]([Cl:20])[n:21]1.[Cl:1][c:2]1[c:3]([C:4](=[O:5])[OH:6])[cH:7][cH:8][cH:9][n:10]1>>[Cl:1][c:2]1[c:3]([CH2:4][OH:5])[cH:7][cH:8][cH:9][n:10]1. Starting materials: C=C(CC(=O)O)C(=O)O, Nc1ccc(F)cc1, O. Product: O=C(O)C1CC(=O)N(c2ccc(F)cc2)C1. RXN SMILES: [CH2:9]=[C:10]([C:11](=[O:12])[OH:13])[CH2:14][C:15](=[O:16])[OH:17].[NH2:1][c:2]1[cH:3][cH:4][c:5]([F:6])[cH:7][cH:8]1.[OH2:18]>>[N:1]1([c:2]2[cH:3][cH:4][c:5]([F:6])[cH:7][cH:8]2)[CH2:9][CH:10]([C:11](=[O:12])[OH:13])[CH2:14][C:15]1=[O:16].